This data is from the Open Reaction Database (ORD), a public repository of structured organic reaction records. The task is: describe an organic reaction: reactants, conditions, products, and yield Reactants: [BH4-], CCCN, CO, [Na+], O=C1CCN(Cc2cccc(NC(=O)Nc3csc(-c4ccncc4)n3)n2)CC1. Product: CCCNC1CCN(Cc2cccc(NC(=O)Nc3csc(-c4ccncc4)n3)n2)CC1. As a reaction SMILES: [BH4-:34].[CH3:30][CH2:31][CH2:32][NH2:33].[CH3:36][OH:37].[Na+:35].[O:1]=[C:2]1[CH2:3][CH2:4][N:5]([CH2:8][c:9]2[cH:10][cH:11][cH:12][c:13]([NH:15][C:16](=[O:17])[NH:18][c:19]3[n:20][c:21](-[c:24]4[cH:25][cH:26][n:27][cH:28][cH:29]4)[s:22][cH:23]3)[n:14]2)[CH2:6][CH2:7]1>>[CH:2]1([NH:33][CH2:32][CH2:31][CH3:30])[CH2:3][CH2:4][N:5]([CH2:8][c:9]2[cH:10][cH:11][cH:12][c:13]([NH:15][C:16](=[O:17])[NH:18][c:19]3[n:20][c:21](-[c:24]4[cH:25][cH:26][n:27][cH:28][cH:29]4)[s:22][cH:23]3)[n:14]2)[CH2:6][CH2:7]1. Reactants: [OH-].[Li+] (lithium hydroxide), C(C)(C)C=1N=C(SC1)C(=O)OCC (ethyl 4-isopropylthiazole-2-carboxylate). Reaction conditions: temperature 20 celsius, time 24 hour. RXN SMILES: [CH:1]([C:4]1[N:5]=[C:6]([C:9]([O:11]CC)=[O:10])[S:7][CH:8]=1)([CH3:3])[CH3:2].[OH-].[Li+]>CO.C1COCC1.O>[CH:1]([C:4]1[N:5]=[C:6]([C:9]([OH:11])=[O:10])[S:7][CH:8]=1)([CH3:3])[CH3:2] |f:1.2|. The product is C(C)(C)C=1N=C(SC1)C(=O)O (4-Isopropylthiazole-2-carboxylic acid). Procedure: A solution of ethyl 4-isopropylthiazole-2-carboxylate (example 53, step a) (2.2 g) in a mixture of methanol (10 mL) and THF (20 mL) was treated with a solution of lithium hydroxide (0.264 g) in water (20 mL). The reaction mixture was stirred at 20° C. for 24 hours. The organic solvent was removed under reduced pressure and the remaining aqueous mixture was partitioned between ethyl acetate and water. The aqueous layer was acidified with 2M hydrochloric acid and extracted twice with ethyl acetate... Solvent: O (water), CO (methanol), C1CCOC1 (THF). The reactants are FC(F)(F)c1ccc(CBr)cc1, Cc1nc(-c2ccn[nH]2)sc1C(=O)NCc1cccnc1. The product is Cc1nc(-c2ccn(Cc3ccc(C(F)(F)F)cc3)n2)sc1C(=O)NCc1cccnc1. RXN SMILES: [Br:22][CH2:23][c:24]1[cH:25][cH:26][c:27]([C:30]([F:31])([F:32])[F:33])[cH:28][cH:29]1.[n:1]1[cH:2][c:3]([CH2:7][NH:8][C:9](=[O:10])[c:11]2[c:12]([CH3:21])[n:13][c:14](-[c:16]3[nH:17][n:18][cH:19][cH:20]3)[s:15]2)[cH:4][cH:5][cH:6]1>>[n:1]1[cH:2][c:3]([CH2:7][NH:8][C:9](=[O:10])[c:11]2[c:12]([CH3:21])[n:13][c:14](-[c:16]3[n:17][n:18]([CH2:23][c:24]4[cH:25][cH:26][c:27]([C:30]([F:31])([F:32])[F:33])[cH:28][cH:29]4)[cH:19][cH:20]3)[s:15]2)[cH:4][cH:5][cH:6]1. Reactants: [OH-].[K+] (potassium hydroxide), OCC12COC(OC1)(OC2)C (4-(hydroxymethyl)-1-methyl-2,6,7-trioxabicyclo[2.2.21octane), COCBr (bromomethyl methyl ether). The solvent is CS(=O)C (dimethyl sulfoxide), O (water). Reaction conditions: temperature 25 celsius, time 5 minute. Product: COC12COC(OC1)(OC2)C (4-(methoxy)-1-methyl-2,6,7-trioxabicyclo[2.2.2]octane). RXN SMILES: [OH-].[K+].OC[C:5]12[CH2:12][O:11][C:8]([CH3:13])([O:9][CH2:10]1)[O:7][CH2:6]2.[CH3:14][O:15]CBr>CS(C)=O.O>[CH3:14][O:15][C:5]12[CH2:6][O:7][C:8]([CH3:13])([O:9][CH2:10]1)[O:11][CH2:12]2 |f:0.1|. Procedure details: Powdered potassium hydroxide (16.2 g, 0.290 mol) is suspended in 100 mL of dimethyl sulfoxide and the mixture is stirred at 25° C. for 5 min. Then 4-(hydroxymethyl)-1-methyl-2,6,7-trioxabicyclo[2.2.21octane (10.0 g, 0.062 mol) is added followed by bromomethyl methyl ether (9.3 g, 6.1 mL, 0.074 mol). The reaction mixture is stirred for 30 min and then diluted with water (1 L) and extracted with dichloromethane several times. The combined organic layers are washed with saturated sodium chloride (1... Starting materials: C[C@@]1([C@@H](N2[C@H](S1(=O)=O)CC2=O)C(=O)[O-])CCl.[K+].[K] (BL-P2013 potassium), C(C)(=O)OCC (ethyl acetate), P(O)(O)(O)=O (phosphoric acid). Run in O (water). Run at time 3 hour. Yields the product C[C@@]1([C@@H](N2[C@H](S1(=O)=O)CC2=O)C(=O)[O-])CCl.[K+] (BL-P2013). RXN SMILES: C(OCC)(=O)C.[CH3:7][C@@:8]1([CH2:21][Cl:22])[S:12](=[O:14])(=[O:13])[C@@H:11]2[CH2:15][C:16](=[O:17])[N:10]2[C@H:9]1[C:18]([O-:20])=[O:19].[K+:23].[K].P(=O)(O)(O)O>O>[CH3:7][C@@:8]1([CH2:21][Cl:22])[S:12](=[O:14])(=[O:13])[C@@H:11]2[CH2:15][C:16](=[O:17])[N:10]2[C@H:9]1[C:18]([O-:20])=[O:19].[K+:23] |f:1.2.3,6.7,^1:23|. Procedure details: To a mixture of 25 ml of ethyl acetate and 10 ml of water was added 800 mg (0.00261 mole) of BL-P2013 potassium salt. After all of the solid had dissolved, the mixture was treated dropwise with 50% aqueous phosphoric acid with vigorous shaking until no more material precipitated from the aqueous layer. The ethyl acetate layer was separated, then washed with saturated sodium chloride solution and dried over anhydrous magnesium sulfate. The drying agent was removed by filtration and washed with 10... Reactants: [Br-], COc1cc(OC)c(C#N)nc1Br, CC[Mg+], Cl[Ni]Cl, C1CCOC1, c1ccc(P(CCCP(c2ccccc2)c2ccccc2)c2ccccc2)cc1. The product is CCc1nc(C#N)c(OC)cc1OC. Reaction SMILES: [Br-:14].[Br:1][c:2]1[c:3]([O:12][CH3:13])[cH:4][c:5]([O:10][CH3:11])[c:6]([C:8]#[N:9])[n:7]1.[CH2:15]([CH3:16])[Mg+:17].[Ni:23]([Cl:24])[Cl:25].[O:18]1[CH2:19][CH2:20][CH2:21][CH2:22]1.[c:26]1([P:27]([c:28]2[cH:29][cH:30][cH:31][cH:32][cH:33]2)[CH2:34][CH2:35][CH2:36][P:37]([c:38]2[cH:39][cH:40][cH:41][cH:42][cH:43]2)[c:44]2[cH:45][cH:46][cH:47][cH:48][cH:49]2)[cH:50][cH:51][cH:52][cH:53][cH:54]1>>[c:2]1([CH2:15][CH3:16])[c:3]([O:12][CH3:13])[cH:4][c:5]([O:10][CH3:11])[c:6]([C:8]#[N:9])[n:7]1. Reactants: C1CCOC1, C=C(C)OC(=O)Cl, COc1ccc(C(N)(Cc2ccccc2)c2cc(F)cc(C(F)(F)F)c2)nc1, [K+], [K+], O=C([O-])[O-]. The product is C=C(C)OC(=O)NC(Cc1ccccc1)(c1cc(F)cc(C(F)(F)F)c1)c1ccc(OC)cn1. As a reaction SMILES: [CH2:42]1[O:43][CH2:44][CH2:45][CH2:46]1.[Cl:35][C:36](=[O:37])[O:38][C:39](=[CH2:40])[CH3:41].[F:1][c:2]1[cH:3][c:4]([C:12]([CH2:13][c:14]2[cH:15][cH:16][cH:17][cH:18][cH:19]2)([NH2:20])[c:21]2[n:22][cH:23][c:24]([O:27][CH3:28])[cH:25][cH:26]2)[cH:5][c:6]([C:8]([F:9])([F:10])[F:11])[cH:7]1.[K+:29].[K+:30].[O-:31][C:32]([O-:33])=[O:34]>>[F:1][c:2]1[cH:3][c:4]([C:12]([CH2:13][c:14]2[cH:15][cH:16][cH:17][cH:18][cH:19]2)([NH:20][C:36](=[O:37])[O:38][C:39](=[CH2:40])[CH3:41])[c:21]2[n:22][cH:23][c:24]([O:27][CH3:28])[cH:25][cH:26]2)[cH:5][c:6]([C:8]([F:9])([F:10])[F:11])[cH:7]1. Starting materials: Oc1ccccc1Cl, COc1ccc2c(Cl)nc(Nc3cc(C)[nH]n3)cc2c1. Product: COc1ccc2c(Oc3ccccc3Cl)nc(Nc3cc(C)[nH]n3)cc2c1. RXN SMILES: [Cl:1][c:2]1[c:3]([OH:8])[cH:4][cH:5][cH:6][cH:7]1.[Cl:9][c:10]1[n:11][c:12]([NH:22][c:23]2[n:24][nH:25][c:26]([CH3:28])[cH:27]2)[cH:13][c:14]2[cH:15][c:16]([O:20][CH3:21])[cH:17][cH:18][c:19]12>>[Cl:1][c:2]1[c:3]([O:8][c:10]2[n:11][c:12]([NH:22][c:23]3[n:24][nH:25][c:26]([CH3:28])[cH:27]3)[cH:13][c:14]3[cH:15][c:16]([O:20][CH3:21])[cH:17][cH:18][c:19]23)[cH:4][cH:5][cH:6][cH:7]1. The reactants are NCCc1ccccc1, [Cu], c1ccc2ncccc2c1. The product is c1ccc2c(c1)CCN2. RXN SMILES: [CH2:1]([CH2:2][c:3]1[cH:4][cH:5][cH:6][cH:7][cH:8]1)[NH2:9].[Cu:10].[n:11]1[c:12]2[c:13]([cH:14][cH:15][cH:16][cH:17]2)[cH:18][cH:19][cH:20]1>>[CH2:1]1[CH2:2][c:3]2[cH:4][cH:5][cH:6][cH:7][c:8]2[NH:9]1.